Dataset: the Open Reaction Database (ORD), a public repository of structured organic reaction records. Task: describe an organic reaction: reactants, conditions, products, and yield Reactants: BrCCCCCCCCC(C)C (1-bromo-9-methyldecane), C1(=CC=CC=C1)P(C1=CC=CC=C1)C1=CC=CC=C1 (triphenylphosphine). The solvent is C=1(C(=CC=CC1)C)C (xylene). The product is [Br-].CC(CCCCCCCC[P+](C1=CC=CC=C1)(C1=CC=CC=C1)C1=CC=CC=C1)C ((9 Methyldecyl)-triphenylphosphonium bromide). As a reaction SMILES: [Br:1][CH2:2][CH2:3][CH2:4][CH2:5][CH2:6][CH2:7][CH2:8][CH2:9][CH:10]([CH3:12])[CH3:11].[C:13]1([P:19]([C:26]2[CH:31]=[CH:30][CH:29]=[CH:28][CH:27]=2)[C:20]2[CH:25]=[CH:24][CH:23]=[CH:22][CH:21]=2)[CH:18]=[CH:17][CH:16]=[CH:15][CH:14]=1>C1(C)C(C)=CC=CC=1>[Br-:1].[CH3:11][CH:10]([CH3:12])[CH2:9][CH2:8][CH2:7][CH2:6][CH2:5][CH2:4][CH2:3][CH2:2][P+:19]([C:20]1[CH:21]=[CH:22][CH:23]=[CH:24][CH:25]=1)([C:26]1[CH:31]=[CH:30][CH:29]=[CH:28][CH:27]=1)[C:13]1[CH:14]=[CH:15][CH:16]=[CH:17][CH:18]=1 |f:3.4|. Procedure details: A solution of 1-bromo-9-methyldecane (1.0 g) and triphenylphosphine (1.7 g) in xylene (50 ml) was heated under relfux for 24 hours. The mixture was cooled, the supernatant was decanted and the residue was washed with ether and further dried by addition of benzene and evaporation to give the title compound as a pale gum.